From a dataset of the Open Reaction Database (ORD), a public repository of structured organic reaction records. describe an organic reaction: reactants, conditions, products, and yield Starting materials: CCCCc1nc(C)[nH]c(=O)c1Cc1ccc(-c2ccccc2C#N)cc1, CCCCP(CCCC)CCCC, COc1ccc(CO)cn1, CCOC(C)=O, O=C(N=NC(=O)N1CCCCC1)N1CCCCC1, C1CCOC1. Yields the product CCCCc1nc(C)n(Cc2ccc(OC)nc2)c(=O)c1Cc1ccc(-c2ccccc2C#N)cc1. RXN SMILES: [CH2:1]([CH2:2][CH2:3][CH3:4])[c:5]1[n:6][c:7]([CH3:27])[nH:8][c:9](=[O:26])[c:10]1[CH2:11][c:12]1[cH:13][cH:14][c:15](-[c:18]2[c:19]([C:24]#[N:25])[cH:20][cH:21][cH:22][cH:23]2)[cH:16][cH:17]1.[CH2:46]([P:47]([CH2:48][CH2:49][CH2:50][CH3:51])[CH2:52][CH2:53][CH2:54][CH3:55])[CH2:56][CH2:57][CH3:58].[CH3:59][O:60][c:61]1[cH:62][cH:63][c:64]([CH2:67][OH:68])[cH:65][n:66]1.[CH3:69][CH2:70][O:71][C:72](=[O:73])[CH3:74].[N:28]([C:29]([N:30]1[CH2:31][CH2:32][CH2:33][CH2:34][CH2:35]1)=[O:36])=[N:37][C:38]([N:39]1[CH2:40][CH2:41][CH2:42][CH2:43][CH2:44]1)=[O:45].[O:75]1[CH2:76][CH2:77][CH2:78][CH2:79]1>>[CH2:1]([CH2:2][CH2:3][CH3:4])[c:5]1[n:6][c:7]([CH3:27])[n:8]([CH2:67][c:64]2[cH:63][cH:62][c:61]([O:60][CH3:59])[n:66][cH:65]2)[c:9](=[O:26])[c:10]1[CH2:11][c:12]1[cH:13][cH:14][c:15](-[c:18]2[c:19]([C:24]#[N:25])[cH:20][cH:21][cH:22][cH:23]2)[cH:16][cH:17]1. The reactants are ClCCCN1C(NC(C2=CC=CC=C12)=O)=O (1-(3-chloropropyl)-2,4(1H,3H)-quinazolinedione), Cl.FC1=CC=C(C=C1)C(=O)C1CCNCC1 ((4-fluorophenyl)(4-piperidinyl)methanone hydrochloride), C([O-])([O-])=O.[Na+].[Na+] (sodium carbonate), [I-].[K+] (potassium iodide). Solvent: O (water), O (water), CC(CC(C)=O)C (4-methyl-2-pentanone). Product: FC1=CC=C(C(=O)C2CCN(CC2)CCCN2C(NC(C3=CC=CC=C23)=O)=O)C=C1 (1-[3-[4-(4-fluorobenzoyl)-1-piperidinyl]propyl]-2,4(1H,3H)-quinazolinedione). Yield: 18.5%. As a reaction SMILES: Cl[CH2:2][CH2:3][CH2:4][N:5]1[C:14]2[C:9](=[CH:10][CH:11]=[CH:12][CH:13]=2)[C:8](=[O:15])[NH:7][C:6]1=[O:16].Cl.[F:18][C:19]1[CH:24]=[CH:23][C:22]([C:25]([CH:27]2[CH2:32][CH2:31][NH:30][CH2:29][CH2:28]2)=[O:26])=[CH:21][CH:20]=1.C(=O)([O-])[O-].[Na+].[Na+].[I-].[K+]>O.CC(C)CC(=O)C>[F:18][C:19]1[CH:20]=[CH:21][C:22]([C:25]([CH:27]2[CH2:32][CH2:31][N:30]([CH2:2][CH2:3][CH2:4][N:5]3[C:14]4[C:9](=[CH:10][CH:11]=[CH:12][CH:13]=4)[C:8](=[O:15])[NH:7][C:6]3=[O:16])[CH2:29][CH2:28]2)=[O:26])=[CH:23][CH:24]=1 |f:1.2,3.4.5,6.7|. Reported procedure: A mixture of 3.6 parts of 1-(3-chloropropyl)-2,4(1H,3H)-quinazolinedione, 3.02 parts of (4-fluorophenyl)(4-piperidinyl)methanone hydrochloride, 3.7 parts of sodium carbonate, 0.1 parts of potassium iodide and 120 parts of 4-methyl-2-pentanone is stirred and refluxed overnight using a water-separator. The reaction mixture is cooled, water is added and the layers are separated. The organic phase is dried, filtered and concentrated to a small volume. After cooling the concentrate, the precipitated ... The reactants are C(C1=CC=CC=C1)OC(=O)NC1(COC1)CC(=O)O ((3-{[(benzyloxy)carbonyl]amino}oxetan-3-yl)acetic acid), BrCC(=O)C1=CC=C(C=C1)S(F)(F)(F)(F)F (2-bromo-1-[4-(pentafluoro-λ6-sulfanyl)phenyl]-ethanone). The product is C(C1=CC=CC=C1)OC(=O)NC1(COC1)CC(=O)OCC(C1=CC=C(C=C1)S(F)(F)(F)(F)F)=O (2-Oxo-2-[4-(pentafluoro-λ6-sulfanyl)phenyl]ethyl (3-{[(benzyloxy)carbonyl]amino}oxetan-3-yl)acetate). RXN SMILES: [CH2:1]([O:8][C:9]([NH:11][C:12]1([CH2:16][C:17]([OH:19])=[O:18])[CH2:15][O:14][CH2:13]1)=[O:10])[C:2]1[CH:7]=[CH:6][CH:5]=[CH:4][CH:3]=1.Br[CH2:21][C:22]([C:24]1[CH:29]=[CH:28][C:27]([S:30]([F:35])([F:34])([F:33])([F:32])[F:31])=[CH:26][CH:25]=1)=[O:23]>>[CH2:1]([O:8][C:9]([NH:11][C:12]1([CH2:16][C:17]([O:19][CH2:21][C:22](=[O:23])[C:24]2[CH:29]=[CH:28][C:27]([S:30]([F:35])([F:31])([F:32])([F:33])[F:34])=[CH:26][CH:25]=2)=[O:18])[CH2:13][O:14][CH2:15]1)=[O:10])[C:2]1[CH:7]=[CH:6][CH:5]=[CH:4][CH:3]=1. Procedure details: Prepared by Method E using (3-{[(benzyloxy)carbonyl]amino}oxetan-3-yl)acetic acid (Preparation 25, 0.647 g, 2.44 mmol) and 2-bromo-1-[4-(pentafluoro-λ6-sulfanyl)phenyl]-ethanone (Preparation 40, 0.793 g, 2.44 mmol) to afford the title compound. Starting materials: c1ccc(CN2CCOC(COc3ccccc3Cc3cccs3)C2)cc1, Cc1ccccc1, CCOC(=O)Cl. The product is CCOC(=O)N1CCOC(COc2ccccc2Cc2cccs2)C1. Reaction SMILES: [CH2:1]([c:2]1[cH:3][cH:4][cH:5][cH:6][cH:7]1)[N:8]1[CH2:9][CH:10]([CH2:14][O:15][c:16]2[c:17]([CH2:22][c:23]3[cH:24][cH:25][cH:26][s:27]3)[cH:18][cH:19][cH:20][cH:21]2)[O:11][CH2:12][CH2:13]1.[CH3:34][c:35]1[cH:36][cH:37][cH:38][cH:39][cH:40]1.[Cl:28][C:29](=[O:30])[O:31][CH2:32][CH3:33]>>[N:8]1([C:29](=[O:30])[O:31][CH2:32][CH3:33])[CH2:9][CH:10]([CH2:14][O:15][c:16]2[c:17]([CH2:22][c:23]3[cH:24][cH:25][cH:26][s:27]3)[cH:18][cH:19][cH:20][cH:21]2)[O:11][CH2:12][CH2:13]1.